Dataset: the Open Reaction Database (ORD), a public repository of structured organic reaction records. Task: describe an organic reaction: reactants, conditions, products, and yield Starting materials: Clc1ccc(CBr)cc1, O=C1NCc2ccccc21, O=C([O-])[O-], CC(C)=O, CCCCCC, CCOC(C)=O, [Cs+], [Cs+], C1COCCOCCOCCOCCOCCO1. Yields the product O=C1c2ccccc2CN1Cc1ccc(Cl)cc1. Reaction SMILES: [Br:11][CH2:12][c:13]1[cH:14][cH:15][c:16]([Cl:19])[cH:17][cH:18]1.[C:1]1(=[O:10])[NH:2][CH2:3][c:4]2[cH:5][cH:6][cH:7][cH:8][c:9]21.[C:20](=[O:21])([O-:22])[O-:23].[CH3:44][C:45](=[O:46])[CH3:47].[CH3:48][CH2:49][CH2:50][CH2:51][CH2:52][CH3:53].[CH3:54][CH2:55][O:56][C:57](=[O:58])[CH3:59].[Cs+:24].[Cs+:25].[O:26]1[CH2:27][CH2:28][O:29][CH2:30][CH2:31][O:32][CH2:33][CH2:34][O:35][CH2:36][CH2:37][O:38][CH2:39][CH2:40][O:41][CH2:42][CH2:43]1>>[C:1]1(=[O:10])[N:2]([CH2:12][c:13]2[cH:14][cH:15][c:16]([Cl:19])[cH:17][cH:18]2)[CH2:3][c:4]2[cH:5][cH:6][cH:7][cH:8][c:9]21. The reactants are CCOCC (ether), NC1=C(C(=NN1C1=C(C=C(C=C1Cl)C(F)(F)F)Cl)C#N)I (5-amino-3-cyano-1-(2,6-dichloro-4-trifluoromethylphenyl)-4-iodopyrazole), C(O)([O-])=O.[Na+] (sodium hydrogen carbonate), COC1=C(C=CC=C1)B(O)O (2-methoxypbenylboronic acid). Reagents/catalysts: C=1C=CC(=CC1)[P](C=2C=CC=CC2)(C=3C=CC=CC3)[Pd]([P](C=4C=CC=CC4)(C=5C=CC=CC5)C=6C=CC=CC6)([P](C=7C=CC=CC7)(C=8C=CC=CC8)C=9C=CC=CC9)[P](C=1C=CC=CC1)(C=1C=CC=CC1)C=1C=CC=CC1 (tetrakis(triphenylphosphine)palladium(0)). Solvent: O (water), C1(=CC=CC=C1)C (toluene), C(C)O (ethanol). Yields the product NC1=C(C(=NN1C1=C(C=C(C=C1Cl)C(F)(F)F)Cl)C#N)C1=C(C=CC=C1)OC (5-Amino-3-cyano-1-(2,6-dichloro4-trifluoromethylphenyl)-4-(2-methoxyphenyl)pyrazole). Reaction SMILES: [NH2:1][C:2]1[N:6]([C:7]2[C:12]([Cl:13])=[CH:11][C:10]([C:14]([F:17])([F:16])[F:15])=[CH:9][C:8]=2[Cl:18])[N:5]=[C:4]([C:19]#[N:20])[C:3]=1I.C(=O)([O-])O.[Na+].[CH3:27][O:28][C:29]1[CH:34]=[CH:33][CH:32]=[CH:31][C:30]=1B(O)O.CCOCC>C1(C)C=CC=CC=1.C(O)C.C1C=CC([P]([Pd]([P](C2C=CC=CC=2)(C2C=CC=CC=2)C2C=CC=CC=2)([P](C2C=CC=CC=2)(C2C=CC=CC=2)C2C=CC=CC=2)[P](C2C=CC=CC=2)(C2C=CC=CC=2)C2C=CC=CC=2)(C2C=CC=CC=2)C2C=CC=CC=2)=CC=1.O>[NH2:1][C:2]1[N:6]([C:7]2[C:12]([Cl:13])=[CH:11][C:10]([C:14]([F:17])([F:16])[F:15])=[CH:9][C:8]=2[Cl:18])[N:5]=[C:4]([C:19]#[N:20])[C:3]=1[C:30]1[CH:31]=[CH:32][CH:33]=[CH:34][C:29]=1[O:28][CH3:27] |f:1.2,^1:56,58,77,96|. Procedure details: To a rapidly stirred solution of 5-amino-3-cyano-1-(2,6-dichloro-4-trifluoromethylphenyl)-4-iodopyrazole (1 g) in toluene (6 ml) containing tetrakis(triphenylphosphine)palladium(0) (0.09 g) was added saturated aqueous sodium hydrogen carbonate solution (7 ml) and a solution of 2-methoxypbenylboronic acid (1.7 g) in ethanol (3 ml). The mixture was heated under reflux for 2.5 hours, cooled and then poured into ether (60 m) and water (50 ml). The layers were separated and the aqueous phase extracte... Reactants: C(C1=CC=CC=C1)NCC=1C(N(C(=CC1)CCCC)CC1=CC=C(C=C1)C1=C(C=CC=C1)C#N)=O (3-benzylaminomethyl-6-butyl-1-(2'-cyanobiphenyl-4-ylmethyl)-1,2-dihydro-2-oxopyridine). Run in ClCCl.CO (dichloromethane methanol). Yields the product C(CCC)C1=CC=C(C(N1CC1=CC=C(C=C1)C1=C(C=CC=C1)C#N)=O)CNCCCC (6-butyl-3-butylaminomethyl-1-(2'-cyanobiphenyl-4-ylmethyl)-1,2-dihydro-2-oxopyridine). Reaction SMILES: [CH2:1]([NH:8][CH2:9][C:10]1[C:11](=[O:35])[N:12]([CH2:20][C:21]2[CH:26]=[CH:25][C:24]([C:27]3[CH:32]=[CH:31][CH:30]=[CH:29][C:28]=3[C:33]#[N:34])=[CH:23][CH:22]=2)[C:13]([CH2:16][CH2:17][CH2:18][CH3:19])=[CH:14][CH:15]=1)[C:2]1C=CC=[CH:4][CH:3]=1>ClCCl.CO>[CH2:16]([C:13]1[N:12]([CH2:20][C:21]2[CH:26]=[CH:25][C:24]([C:27]3[CH:32]=[CH:31][CH:30]=[CH:29][C:28]=3[C:33]#[N:34])=[CH:23][CH:22]=2)[C:11](=[O:35])[C:10]([CH2:9][NH:8][CH2:1][CH2:2][CH2:3][CH3:4])=[CH:15][CH:14]=1)[CH2:17][CH2:18][CH3:19] |f:1.2|. Procedure details: 3-benzylaminomethyl-6-butyl-1-(2'-cyanobiphenyl-4-ylmethyl)-1,2-dihydro-2-oxopyridine, oil, Rf 0.15 (dichloromethane/methanol 95:5) Reactants: CC1=CC=C(CN2C3CC(CC2CCC3)=O)C=C1 (N-(4-methylbenzyl)-9-aza-bicyclo-[3.3.1]-nonan-3-one), Cl.NO (hydroxylamine hydrochloride), N1=CC=CC=C1 (pyridine). Run in C(C)O (ethanol). Yields the product CC1=CC=C(CN2C3CC(CC2CCC3)=NO)C=C1 (9-(4-Methylbenzyl)-9-aza-bicyclo-[3.3.1]-nonan-3-one oxime). The yield is 75.4%. RXN SMILES: [CH3:1][C:2]1[CH:18]=[CH:17][C:5]([CH2:6][N:7]2[CH:12]3[CH2:13][CH2:14][CH2:15][CH:8]2[CH2:9][C:10](=O)[CH2:11]3)=[CH:4][CH:3]=1.Cl.[NH2:20][OH:21].N1C=CC=CC=1>C(O)C>[CH3:1][C:2]1[CH:18]=[CH:17][C:5]([CH2:6][N:7]2[CH:12]3[CH2:13][CH2:14][CH2:15][CH:8]2[CH2:9][C:10](=[N:20][OH:21])[CH2:11]3)=[CH:4][CH:3]=1 |f:1.2|. Procedure details: A solution of N-(4-methylbenzyl)-9-aza-bicyclo-[3.3.1]-nonan-3-one (5 g), hydroxylamine hydrochloride (1.5 g) and pyridine (0.75 ml) in ethanol (100 ml) was heated at reflux for 1 hour. The solution was evaporated and the residue dissolved in ethyl acetate and water. It was basified with potassium carbonate and the ethyl acetate extract was separated, dried and evaporated to give the crude oxime. Recrystallisation from ethyl acetate/light petroleum gave the oxime (4 g, 77%). Reactants: C(C)(C)(C)OC(NCCC1=COC2=C1C=CC(=C2)I)=O (tert-butyl[2-(6-iodo-1-benzofuran-3-yl)ethyl]carbamate), IC=1C=CC2=C(C(=CO2)CCN)C1 (2-(5-iodo-1-benzofuran-3-yl)ethanamine). Product: C(C)(C)(C)OC(NCCC1=COC2=C1C=C(C=C2)I)=O (Tert-butyl[2-(5-iodo-1-benzofuran-3-yl)ethyl]carbamate). RXN SMILES: [C:1]([O:5][C:6](=[O:20])[NH:7][CH2:8][CH2:9][C:10]1[C:14]2[CH:15]=[CH:16][C:17](I)=[CH:18][C:13]=2[O:12][CH:11]=1)([CH3:4])([CH3:3])[CH3:2].[I:21]C1C=CC2OC=C(CCN)C=2C=1>>[C:1]([O:5][C:6](=[O:20])[NH:7][CH2:8][CH2:9][C:10]1[C:14]2[CH:15]=[C:16]([I:21])[CH:17]=[CH:18][C:13]=2[O:12][CH:11]=1)([CH3:4])([CH3:3])[CH3:2]. Procedure details: Synthesized as described for tert-butyl[2-(6-iodo-1-benzofuran-3-yl)ethyl]carbamate using 2-(5-iodo-1-benzofuran-3-yl)ethanamine. 1H-NMR (400 MHz, CDCl3): δ 1.44 (s, 9H), 2.84 (t, 1H), 3.43 (q, 2H), 4.62 (bs, 1H), 7.25 (d, 1H), 7.43 (s, 1H), 7.56 (dd, 1H), 7.88 (d, 1H). The reactants are Br, CC(=O)O, COc1ccc2c(c1)C(=O)CCO2. Yields the product O=C1CCOc2ccc(O)cc21. As a reaction SMILES: [BrH:14].[CH3:15][C:16](=[O:17])[OH:18].[CH3:1][O:2][c:3]1[cH:4][c:5]2[c:10]([cH:11][cH:12]1)[O:9][CH2:8][CH2:7][C:6]2=[O:13]>>[OH:2][c:3]1[cH:4][c:5]2[c:10]([cH:11][cH:12]1)[O:9][CH2:8][CH2:7][C:6]2=[O:13].